From a dataset of the Open Reaction Database (ORD), a public repository of structured organic reaction records. describe an organic reaction: reactants, conditions, products, and yield Procedure details: Following a procedure similar to that described in Example 34, but using N-[4-(4-piperidinomethyl-2-pyridyloxy) -cis-2-butenyl]-4-chlorobutyramide (prepared as described in Preparation 2) and 2-mercaptopyridine as starting materials, in relative proportions similar to those used in that Example, the title compound was obtained as an oil in a 53% yield. The yield is 53.0%. As a reaction SMILES: [N:1]1([CH2:7][C:8]2[CH:13]=[CH:12][N:11]=[C:10]([O:14][CH2:15]/[CH:16]=[CH:17]\[CH2:18][NH:19][C:20](=[O:25])[CH2:21][CH2:22][CH2:23]Cl)[CH:9]=2)[CH2:6][CH2:5][CH2:4][CH2:3][CH2:2]1.[SH:26][C:27]1[CH:32]=[CH:31][CH:30]=[CH:29][N:28]=1>>[N:1]1([CH2:7][C:8]2[CH:13]=[CH:12][N:11]=[C:10]([O:14][CH2:15]/[CH:16]=[CH:17]\[CH2:18][NH:19][C:20](=[O:25])[CH2:21][CH2:22][CH2:23][S:26][C:27]3[CH:32]=[CH:31][CH:30]=[CH:29][N:28]=3)[CH:9]=2)[CH2:6][CH2:5][CH2:4][CH2:3][CH2:2]1. Product: N1(CCCCC1)CC1=CC(=NC=C1)OC\C=C/CNC(CCCSC1=NC=CC=C1)=O (N-[4-(4-Piperidinomethyl-2-pyridyloxy)-cis-2-butenyl]-4-(2-pyridylthio)butyramide). Reactants: N1(CCCCC1)CC1=CC(=NC=C1)OC\C=C/CNC(CCCCl)=O (N-[4-(4-piperidinomethyl-2-pyridyloxy) -cis-2-butenyl]-4-chlorobutyramide), SC1=NC=CC=C1 (2-mercaptopyridine).